Dataset: the Open Reaction Database (ORD), a public repository of structured organic reaction records. Task: describe an organic reaction: reactants, conditions, products, and yield Starting materials: CN[C@H]1[C@@H](CCCC1)NC (trans-N1,N2-dimethylcyclohexane-1,2-diamine), P(=O)([O-])([O-])[O-].[K+].[K+].[K+] (potassium phosphate), N1N=CN=C1 (1H-1,2,4-triazole), ClC1=C(C=C(CN[C@H](C)C2=CC=CC=C2)C=C1)I ((R)—N-(4-chloro-3-iodobenzyl)-1-phenylethanamine). Reagents/catalysts: [Cu]I (copper(I) iodide). Run in CN(C)C=O (DMF). Conditions: temperature 110 celsius, time 24 hour. Yields the product ClC1=C(C=C(CN[C@H](C)C2=CC=CC=C2)C=C1)N1N=CN=C1 ((1R)—N-(4-chloro-3-(1H-1,2,4-triazol-1-yl)benzyl)-1-phenylethanamine). Isolated yield 10.4%. RXN SMILES: CN[C@@H]1CCCC[C@H]1NC.P([O-])([O-])([O-])=O.[K+].[K+].[K+].[NH:19]1[CH:23]=[N:22][CH:21]=[N:20]1.[Cl:24][C:25]1[CH:40]=[CH:39][C:28]([CH2:29][NH:30][C@@H:31]([C:33]2[CH:38]=[CH:37][CH:36]=[CH:35][CH:34]=2)[CH3:32])=[CH:27][C:26]=1I>[Cu]I.CN(C=O)C>[Cl:24][C:25]1[CH:26]=[CH:27][C:28]([CH2:29][NH:30][C@@H:31]([C:33]2[CH:34]=[CH:35][CH:36]=[CH:37][CH:38]=2)[CH3:32])=[CH:39][C:40]=1[N:19]1[CH:23]=[N:22][CH:21]=[N:20]1 |f:1.2.3.4|. Reported procedure: To a mixture of copper(I) iodide (0.022 g, 0.12 mmol), trans-N1,N2-dimethylcyclohexane-1,2-diamine (0.027 g, 0.19 mmol), potassium phosphate (0.420 g, 2.0 mmol), 1H-1,2,4-triazole (0.078 g, 1.1 mmol), and (R)—N-(4-chloro-3-iodobenzyl)-1-phenylethanamine 77 (0.352 g, 0.95 mmol) was added DMF (1 mL). The reaction mixture was degassed by a purge/nitrogen cycle (3×) and heated in a sealed tube to 110° C. After 24 h, the reaction mixture was diluted with EtOAc and the organic phase was washed with sa... Reactants: N1=CC=CC2=CC(=CC=C12)C(=O)OCC (ethyl quinoline-6-carboxylate), [H-].C(C(C)C)[Al+]CC(C)C (diisobutylaluminum hydride), [Cl-].[Na+] (sodium chloride). The solvent is CCOCC (ether). Reaction conditions: temperature 20 celsius, time 3 hour. Yields the product OCC=1C=C2C=CC=NC2=CC1 (6-Hydroxymethyl-quinoline). RXN SMILES: [N:1]1[C:10]2[C:5](=[CH:6][C:7]([C:11](OCC)=[O:12])=[CH:8][CH:9]=2)[CH:4]=[CH:3][CH:2]=1.[H-].C([Al+]CC(C)C)C(C)C.[Cl-].[Na+]>CCOCC>[OH:12][CH2:11][C:7]1[CH:6]=[C:5]2[C:10](=[CH:9][CH:8]=1)[N:1]=[CH:2][CH:3]=[CH:4]2 |f:1.2,3.4|. Procedure: 59.5 g (0.296 mole) of ethyl quinoline-6-carboxylate are stirred in 970 ml of ether at -70° C. with 750 ml (0.9 mole) of diisobutylaluminum hydride (DIBAL, 20% strength in toluene, 1.2 molar) overnight. The temperature is then allowed to rise to -35° C. and 310 ml of sodium chloride solution are added, whereupon the temperature slowly comes to 20° C. The mixture is stirred at 20° C. for 3 hours and the aluminum hydroxide is filtered off with suction and rinsed with ether/ethyl acetate. The organ... Reactants: C(CCC)[Li] (n-Butyllithium), N1(CCC1)C1=NC=NC(=C1C=O)Cl (4-(azetidin-1-yl)-6-chloropyrimidine-5-carbaldehyde), O (water), IC=1C=NN(C1C1=NC=C(C=C1)C(F)(F)F)C (2-(4-iodo-1-methyl-1H-pyrazol-5-yl)-5-(trifluoromethyl)pyridine). The solvent is O1CCCC1 (tetrahydrofuran), O1CCCC1 (tetrahydrofuran). Conditions: temperature -78 celsius, time 1 hour. Yields the product N1(CCC1)C1=NC=NC(=C1C(O)C=1C=NN(C1C1=NC=C(C=C1)C(F)(F)F)C)Cl ([4-(azetidin-1-yl)-6-chloropyrimidin-5-yl]{1-methyl-5-[5-(trifluoromethyl)pyridin-2-yl]-1H-pyrazol-4-yl}methanol). Reaction SMILES: C([Li])CCC.I[C:7]1[CH:8]=[N:9][N:10]([CH3:22])[C:11]=1[C:12]1[CH:17]=[CH:16][C:15]([C:18]([F:21])([F:20])[F:19])=[CH:14][N:13]=1.[N:23]1([C:27]2[C:32]([CH:33]=[O:34])=[C:31]([Cl:35])[N:30]=[CH:29][N:28]=2)[CH2:26][CH2:25][CH2:24]1.O>O1CCCC1>[N:23]1([C:27]2[C:32]([CH:33]([C:7]3[CH:8]=[N:9][N:10]([CH3:22])[C:11]=3[C:12]3[CH:17]=[CH:16][C:15]([C:18]([F:21])([F:20])[F:19])=[CH:14][N:13]=3)[OH:34])=[C:31]([Cl:35])[N:30]=[CH:29][N:28]=2)[CH2:26][CH2:25][CH2:24]1. Reported procedure: n-Butyllithium (2.5 M solution in hexanes, 74 μL, 0.185 mmol) was slowly added drop-wise to a −78° C. solution of 2-(4-iodo-1-methyl-1H-pyrazol-5-yl)-5-(trifluoromethyl)pyridine (C14) (50 mg, 0.14 mmol) in tetrahydrofuran (2 mL). The reaction mixture was allowed to stir at −78° C. for 1 hour, and then a solution of 4-(azetidin-1-yl)-6-chloropyrimidine-5-carbaldehyde (C12) (28.1 mg, 0.142 mmol) in tetrahydrofuran (1 mL) was added. Stirring was continued for 1.5 hours at −78° C., then water was ad... Starting materials: O=C([O-])O, C[Si](C)(C)[N-][Si](C)(C)C, COc1ccc(S(=O)(=O)Cl)c2ccccc12, [Na+], [Na+], C1CCOC1, O=C(O)c1c[nH]c2ccccc12. The product is COc1ccc(S(=O)(=O)n2cc(C(=O)O)c3ccccc32)c2ccccc12. As a reaction SMILES: [C:44](=[O:45])([OH:46])[O-:47].[CH3:13][Si:14]([N-:15][Si:16]([CH3:17])([CH3:18])[CH3:19])([CH3:20])[CH3:21].[CH3:23][O:24][c:25]1[cH:26][cH:27][c:28]([S:35](=[O:36])(=[O:37])[Cl:38])[c:29]2[cH:30][cH:31][cH:32][cH:33][c:34]12.[Na+:22].[Na+:48].[O:39]1[CH2:40][CH2:41][CH2:42][CH2:43]1.[OH:1][C:2](=[O:3])[c:4]1[cH:5][nH:6][c:7]2[cH:8][cH:9][cH:10][cH:11][c:12]12>>[OH:1][C:2](=[O:3])[c:4]1[cH:5][n:6]([S:35]([c:28]2[cH:27][cH:26][c:25]([O:24][CH3:23])[c:34]3[c:29]2[cH:30][cH:31][cH:32][cH:33]3)(=[O:36])=[O:37])[c:7]2[cH:8][cH:9][cH:10][cH:11][c:12]12. Starting materials: CCOC(=O)c1nc(-c2ccc(Cl)cc2Cl)c(-c2ccc(Br)cc2)s1, ClCCl, NN1CCCCC1. RXN SMILES: [Br:1][c:2]1[cH:3][cH:4][c:5](-[c:8]2[c:9](-[c:18]3[c:19]([Cl:25])[cH:20][c:21]([Cl:24])[cH:22][cH:23]3)[n:10][c:11]([C:13](=[O:14])[O:15][CH2:16][CH3:17])[s:12]2)[cH:6][cH:7]1.[Cl:33][CH2:34][Cl:35].[NH2:26][N:27]1[CH2:28][CH2:29][CH2:30][CH2:31][CH2:32]1>>[Br:1][c:2]1[cH:3][cH:4][c:5](-[c:8]2[c:9](-[c:18]3[c:19]([Cl:25])[cH:20][c:21]([Cl:24])[cH:22][cH:23]3)[n:10][c:11]([C:13](=[O:14])[NH:26][N:27]3[CH2:28][CH2:29][CH2:30][CH2:31][CH2:32]3)[s:12]2)[cH:6][cH:7]1. Product: O=C(NN1CCCCC1)c1nc(-c2ccc(Cl)cc2Cl)c(-c2ccc(Br)cc2)s1.